This data is from the Open Reaction Database (ORD), a public repository of structured organic reaction records. The task is: describe an organic reaction: reactants, conditions, products, and yield Starting materials: COC=1C=CC(=C(C=O)C1)OCOC (5-methoxy-2-methoxymethoxybenzaldehyde), NC1=C(C=CC=C1O)C (2-amino-m-cresol). Run in C1=CC=CC=C1 (benzene). The product is COC=1C=CC(=C(C=NC2=C(C=CC=C2C)O)C1)OCOC (2-[(5-Methoxy-2-methoxymethoxybenzylidene)amino]-3-methylphenol). Isolated yield 84.0%. Reaction SMILES: [CH3:1][O:2][C:3]1[CH:4]=[CH:5][C:6]([O:11][CH2:12][O:13][CH3:14])=[C:7]([CH:10]=1)[CH:8]=O.[NH2:15][C:16]1[C:21]([OH:22])=[CH:20][CH:19]=[CH:18][C:17]=1[CH3:23]>C1C=CC=CC=1>[CH3:1][O:2][C:3]1[CH:4]=[CH:5][C:6]([O:11][CH2:12][O:13][CH3:14])=[C:7]([CH:10]=1)[CH:8]=[N:15][C:16]1[C:17]([CH3:23])=[CH:18][CH:19]=[CH:20][C:21]=1[OH:22]. Reported procedure: A solution of 5-methoxy-2-methoxymethoxybenzaldehyde (F1) (2.77 g, 16.5 mmol) and 2-amino-m-cresol (2.03 g, 16.5 mmol) in benzene (70 mL) was refluxed for 15 h using an additional funnel to remove water. After the reaction mixture was cooled to room temperature, the solvent was removed in vacuo and the resulting residue was washed with ethanol to afford the objective compound as a orange solid (84%), which was used for next reaction without further purification: 1H-NMR (400 MHz, DMSO-d6) δ2.31 (... Procedure: In analogy to the procedure described for the synthesis of 5-tert-butyl-7-(3,3-difluoro-pyrrolidin-1-yl)-2-ethyl-2H-[1,2,3]triazolo[4,5-d]pyrimidine (example 3, step b), the title compound was prepared from 5-tert-butyl-7-(3,3-difluoropyrrolidin-1-yl)-3H-[1,2,3]triazolo[4,5-d]pyrimidine and 3-bromooxetane and isolated as light-brown solid (2.8 mg, 20%). MS (m/e): 339.3 (MH+). Yields the product C(C)(C)(C)C=1N=C(C=2C(N1)=NN(N2)C2COC2)N2CC(CC2)(F)F (5-tert-Butyl-7-(3,3-difluoro-pyrrolidin-1-yl)-2-oxetan-3-yl-2H-[1,2,3]triazolo[4,5-d]pyrimidine), solid. Isolated yield 20.0%. RXN SMILES: [C:1]([C:5]1[N:6]=[C:7]([N:16]2[CH2:20][CH2:19][C:18]([F:22])([F:21])[CH2:17]2)[C:8]2[C:9](=[N:11][N:12]([CH2:14][CH3:15])[N:13]=2)[N:10]=1)([CH3:4])([CH3:3])[CH3:2].C(C1N=C(N2CCC(F)(F)C2)C2N=NNC=2N=1)(C)(C)C.BrC1C[O:46][CH2:45]1>>[C:1]([C:5]1[N:6]=[C:7]([N:16]2[CH2:20][CH2:19][C:18]([F:21])([F:22])[CH2:17]2)[C:8]2[C:9](=[N:11][N:12]([CH:14]3[CH2:45][O:46][CH2:15]3)[N:13]=2)[N:10]=1)([CH3:2])([CH3:3])[CH3:4]. Starting materials: C(C)(C)(C)C=1N=C(C=2C(N1)=NN(N2)CC)N2CC(CC2)(F)F (5-tert-Butyl-7-(3,3-difluoro-pyrrolidin-1-yl)-2-ethyl-2H-[1,2,3]triazolo[4,5-d]pyrimidine), C(C)(C)(C)C=1N=C(C2=C(N1)NN=N2)N2CC(CC2)(F)F (5-tert-butyl-7-(3,3-difluoropyrrolidin-1-yl)-3H-[1,2,3]triazolo[4,5-d]pyrimidine), BrC1COC1 (3-bromooxetane).